This data is from the Open Reaction Database (ORD), a public repository of structured organic reaction records. The task is: describe an organic reaction: reactants, conditions, products, and yield Reactants: O=C1N(C2=NC(=NC(=C2N1)C(=O)O)C=1C=NC=CC1)C1=CC=CC=C1 (8-Oxo-9-phenyl-2-(pyridin-3-yl)-8,9-dihydro-7H-purine-6-carboxylic acid), ice water, O=C1N(C2=NC(=NC(=C2N1)C(=O)N)C=1C=NC=CC1)C1=CC=CC=C1 (8-Oxo-9-phenyl-2-(pyridin-3-yl)-8,9-dihydro-7H-purine-6-carboxamide). Run in CS(=O)C (DMSO), Cl (hydrochloric acid). Run at temperature 90 celsius. The product is CNC(=O)C1=C2NC(N(C2=NC(=N1)C=1C=NC=CC1)C1=CC=CC=C1)=O (N-METHYL-8-OXO-9-PHENYL-2-(PYRIDIN-3-YL)-8,9-DIHYDRO-7H-PURINE-6-CARBOXAMIDE). Isolated yield 54.0%. As a reaction SMILES: [O:1]=[C:2]1[NH:10][C:9]2[C:4](=[N:5][C:6]([C:14]3[CH:15]=[N:16][CH:17]=[CH:18][CH:19]=3)=[N:7][C:8]=2[C:11]([OH:13])=O)[N:3]1[C:20]1[CH:25]=[CH:24][CH:23]=[CH:22][CH:21]=1.O=[C:27]1NC2C(=NC(C3C=NC=CC=3)=NC=2C(N)=O)[N:28]1C1C=CC=CC=1>CS(C)=O.Cl>[CH3:27][NH:28][C:11]([C:8]1[N:7]=[C:6]([C:14]2[CH:15]=[N:16][CH:17]=[CH:18][CH:19]=2)[N:5]=[C:4]2[C:9]=1[NH:10][C:2](=[O:1])[N:3]2[C:20]1[CH:25]=[CH:24][CH:23]=[CH:22][CH:21]=1)=[O:13]. Procedure details: 8-Oxo-9-phenyl-2-(pyridin-3-yl)-8,9-dihydro-7H-purine-6-carboxylic acid. 8-Oxo-9-phenyl-2-(pyridin-3-yl)-8,9-dihydro-7H-purine-6-carboxamide (0.2 g, 0.55 mmol) was dissolved in a mixture of DMSO (3 mL) and aqueous 6N hydrochloric acid solution (1.2 mL). The mixture was heated to 90° C. for 24 h and then poured into an ice/water slurry. The pH was adjusted to 5 and the resulting precipitate was filtered and dried to afford the title compound as a solid (0.108 g, 0.323 mmol, 54% yield), which was ...